This data is from the Open Reaction Database (ORD), a public repository of structured organic reaction records. The task is: describe an organic reaction: reactants, conditions, products, and yield Reactants: CC(C)=CCCOCCCC1(C)OCCO1, CC(C)=O, Cl. Yields the product CC(=O)CCCOCCC=C(C)C. As a reaction SMILES: [CH2:1]1[O:2][C:3]([CH3:4])([CH2:5][CH2:6][CH2:7][O:8][CH2:9][CH2:10][CH:11]=[C:12]([CH3:13])[CH3:14])[O:16][CH2:15]1.[CH3:18][C:19](=[O:20])[CH3:21].[ClH:17]>>[O:2]=[C:3]([CH3:4])[CH2:5][CH2:6][CH2:7][O:8][CH2:9][CH2:10][CH:11]=[C:12]([CH3:13])[CH3:14]. Reactants: BrC1=CC=C(C=C1)C1=NOC(=N1)C (3-(4-bromophenyl)-5-methyl-1,2,4-oxadiazole), B(O)(O)C1=C(C=C(C(=O)O)C=C1)C (4-borono-3-methylbenzoic acid). The product is CC1=C(C=CC(=C1)C(=O)O)C1=CC=C(C=C1)C1=NOC(=N1)C (2-Methyl-4'-(5-methyl-1,2,4-oxadiazol-3-yl)-1,1'-biphenyl-4-carboxylic acid). RXN SMILES: Br[C:2]1[CH:7]=[CH:6][C:5]([C:8]2[N:12]=[C:11]([CH3:13])[O:10][N:9]=2)=[CH:4][CH:3]=1.B([C:17]1[CH:25]=[CH:24][C:20]([C:21]([OH:23])=[O:22])=[CH:19][C:18]=1[CH3:26])(O)O>>[CH3:26][C:18]1[CH:19]=[C:20]([C:21]([OH:23])=[O:22])[CH:24]=[CH:25][C:17]=1[C:2]1[CH:7]=[CH:6][C:5]([C:8]2[N:12]=[C:11]([CH3:13])[O:10][N:9]=2)=[CH:4][CH:3]=1. Reported procedure: The title compound was prepared from 3-(4-bromophenyl)-5-methyl-1,2,4-oxadiazole (1 g) and 4-borono-3-methylbenzoic acid (D74, 0.75 g) as a white solid (0.3 g, 24%) by the method described in Description 15. Reaction SMILES: [C:1]([O:5][C:6]([N:8]1[CH2:13][CH2:12][C@H:11]([C:14]2[CH:19]=[CH:18][C:17]([O:20][CH2:21][CH2:22][CH2:23][O:24][CH2:25][C:26]3[CH:31]=[CH:30][CH:29]=[CH:28][C:27]=3[O:32][CH3:33])=[CH:16][CH:15]=2)[C@@H:10]([O:34][CH2:35][C:36]2[CH:45]=[C:44]3[C:39]([CH2:40][CH2:41][CH2:42][N:43]3[CH2:46][CH2:47][NH2:48])=[CH:38][CH:37]=2)[CH2:9]1)=[O:7])([CH3:4])([CH3:3])[CH3:2].[S:49](N)([NH2:52])(=[O:51])=[O:50]>O1CCCC1>[C:1]([O:5][C:6]([N:8]1[CH2:13][CH2:12][C@H:11]([C:14]2[CH:19]=[CH:18][C:17]([O:20][CH2:21][CH2:22][CH2:23][O:24][CH2:25][C:26]3[CH:31]=[CH:30][CH:29]=[CH:28][C:27]=3[O:32][CH3:33])=[CH:16][CH:15]=2)[C@@H:10]([O:34][CH2:35][C:36]2[CH:45]=[C:44]3[C:39]([CH2:40][CH2:41][CH2:42][N:43]3[CH2:46][CH2:47][NH:48][S:49](=[O:51])(=[O:50])[NH2:52])=[CH:38][CH:37]=2)[CH2:9]1)=[O:7])([CH3:3])([CH3:2])[CH3:4]. Solvent: O1CCCC1 (tetrahydrofuran). Reactants: C(C)(C)(C)OC(=O)N1C[C@@H]([C@H](CC1)C1=CC=C(C=C1)OCCCOCC1=C(C=CC=C1)OC)OCC1=CC=C2CCCN(C2=C1)CCN ((3R,4R)-3-[1-(2-amino-ethyl)-1,2,3,4-tetrahydro-quinolin-7-ylmethoxy]-4-[4-[3-(2-methoxy-benzyloxy)-propoxy]-phenyl]-piperidine-1-carboxylic acid tert-butyl ester), S(=O)(=O)(N)N (sulfamide), ice water. The yield is 63.2%. Procedure: A solution of 0.100 g (0.152 mmol) (3R,4R)-3-[1-(2-amino-ethyl)-1,2,3,4-tetrahydro-quinolin-7-ylmethoxy]-4-[4-[3-(2-methoxy-benzyloxy)-propoxy]-phenyl]-piperidine-1-carboxylic acid tert-butyl ester [example 15(b)] and 0.029 g (0.303 mmol, 2.0 equiv.) of sulfamide in 3 ml of tetrahydrofuran was refluxed for 72 h. The reaction mixture was poured into 50 ml of an ice/water mixture and extracted three times with 50 ml of ethyl acetate. The combined organic phases were washed twice with 25 ml of wate... Yields the product C(C)(C)(C)OC(=O)N1C[C@@H]([C@H](CC1)C1=CC=C(C=C1)OCCCOCC1=C(C=CC=C1)OC)OCC1=CC=C2CCCN(C2=C1)CCNS(N)(=O)=O ((3R,4R)-3-[1-(2-sulfamoylamino-ethyl)-1,2,3,4-tetrahydro-quinolin-7-ylmethoxy]-4 -[4-[3-(2-methoxy-benzyloxy)-propoxy]-phenyl]-piperidine-1-carboxylic acid tert-butyl ester). The reactants are FC1=CC=C(C=C1)N1C(N2C(C(=C1)I)=NC(=C2)COC2=CC=CC=C2)=O (6-(4-fluoro-phenyl)-8-iodo-2-phenoxymethyl-6H-imidazo[1,2-c]pyrimidin-5-one), CB(O)O (methylboronic acid), C(=O)([O-])[O-].[K+].[K+] (K2CO3). The yield is 71.6%. RXN SMILES: [F:1][C:2]1[CH:7]=[CH:6][C:5]([N:8]2[CH:13]=[C:12](I)[C:11]3=[N:15][C:16]([CH2:18][O:19][C:20]4[CH:25]=[CH:24][CH:23]=[CH:22][CH:21]=4)=[CH:17][N:10]3[C:9]2=[O:26])=[CH:4][CH:3]=1.[CH3:27]B(O)O.C([O-])([O-])=O.[K+].[K+]>O1CCOCC1.CN(C=O)C.C1C=CC([P]([Pd]([P](C2C=CC=CC=2)(C2C=CC=CC=2)C2C=CC=CC=2)([P](C2C=CC=CC=2)(C2C=CC=CC=2)C2C=CC=CC=2)[P](C2C=CC=CC=2)(C2C=CC=CC=2)C2C=CC=CC=2)(C2C=CC=CC=2)C2C=CC=CC=2)=CC=1>[F:1][C:2]1[CH:7]=[CH:6][C:5]([N:8]2[CH:13]=[C:12]([CH3:27])[C:11]3=[N:15][C:16]([CH2:18][O:19][C:20]4[CH:25]=[CH:24][CH:23]=[CH:22][CH:21]=4)=[CH:17][N:10]3[C:9]2=[O:26])=[CH:4][CH:3]=1 |f:2.3.4,^1:51,53,72,91|. Yields the product FC1=CC=C(C=C1)N1C(N2C(C(=C1)C)=NC(=C2)COC2=CC=CC=C2)=O (6-(4-fluoro-phenyl)-8-methyl-2-phenoxymethyl-6H-imidazo[1,2-c]pyrimidin-5-one). Run in O1CCOCC1 (1,4-dioxane), CN(C)C=O (DMF). The reagents and catalysts are C=1C=CC(=CC1)[P](C=2C=CC=CC2)(C=3C=CC=CC3)[Pd]([P](C=4C=CC=CC4)(C=5C=CC=CC5)C=6C=CC=CC6)([P](C=7C=CC=CC7)(C=8C=CC=CC8)C=9C=CC=CC9)[P](C=1C=CC=CC1)(C=1C=CC=CC1)C=1C=CC=CC1 (Tetrakis(triphenylphosphine)palladium(0)). Reported procedure: Tetrakis(triphenylphosphine)palladium(0) (2.63 mg, 0.0023 mmol) was added to a stirred suspension of 6-(4-fluoro-phenyl)-8-iodo-2-phenoxymethyl-6H-imidazo[1,2-c]pyrimidin-5-one (35 mg, 0.076 mmol), methylboronic acid (22.7 mg, 0.38 mmol) and K2CO3 (31.5 mg, 0.23 mmol) in a mixture of 1,4-dioxane (4 mL) and DMF (1 mL) under nitrogen and in a sealed tube. The mixture was stirred at 150° C. for 45 minutes under microwave irradiation. The solvents were evaporated in vacuo and the crude product was p... Reaction conditions: temperature 150 celsius, time 45 minute. The product is CC1=NN(C(=C1)C)C(C(=O)NNC(NC1=NN(C=C1)CC1=NC(=CC=C1)C)=S)C (2-[2-(3,5-dimethyl-1H-pyrazol-1-yl)propanoyl]-N-{1-[(6-methyl-2-pyridinyl)methyl]-1H-pyrazol-3-yl}hydrazinecarbothioamide). Procedure: Intermediate 74 2-[(3-isothiocyanato-1H-pyrazol-1-yl)methyl]-6-methylpyridine (101 mg, 0.439 mmol) was dissolved in 4 mL of DCM, and then Intermediate 102 2-(3,5-dimethyl-1H-pyrazol-1-yl)propanohydrazide (80 mg, 0.439 mmol) was added. The mixture was stirred at room temperature for 2 h. Solvent was evaporated under vacuum to give 2-[2-(3,5-dimethyl-1H-pyrazol-1-yl)propanoyl]-N-{1-[(6-methyl-2-pyridinyl)methyl]-1H-pyrazol-3-yl}hydrazinecarbothioamide (181 mg, 0.439 mmol, 100% yield) as yellow sol... Reactants: Intermediate 74, N(=C=S)C1=NN(C=C1)CC1=NC(=CC=C1)C (2-[(3-isothiocyanato-1H-pyrazol-1-yl)methyl]-6-methylpyridine), CC1=NN(C(=C1)C)C(C(=O)NN)C (2-(3,5-dimethyl-1H-pyrazol-1-yl)propanohydrazide), CC1=NN(C(=C1)C)C(C(=O)NN)C (2-(3,5-dimethyl-1H-pyrazol-1-yl)propanohydrazide). Reaction conditions: time 2 hour. Run in C(Cl)Cl (DCM). The yield is 100.0%. Reaction SMILES: [N:1]([C:4]1[CH:8]=[CH:7][N:6]([CH2:9][C:10]2[CH:15]=[CH:14][CH:13]=[C:12]([CH3:16])[N:11]=2)[N:5]=1)=[C:2]=[S:3].[CH3:17][C:18]1[CH:22]=[C:21]([CH3:23])[N:20]([CH:24]([CH3:29])[C:25]([NH:27][NH2:28])=[O:26])[N:19]=1>C(Cl)Cl>[CH3:17][C:18]1[CH:22]=[C:21]([CH3:23])[N:20]([CH:24]([CH3:29])[C:25]([NH:27][NH:28][C:2](=[S:3])[NH:1][C:4]2[CH:8]=[CH:7][N:6]([CH2:9][C:10]3[CH:15]=[CH:14][CH:13]=[C:12]([CH3:16])[N:11]=3)[N:5]=2)=[O:26])[N:19]=1. Reactants: C(C)(=O)O (acetic acid), C(C)(C)(C)OC(N(CC1=CC=C(C=C1)CNCC=1NC=CN1)CCCCN(CCC)CCC)=O ((4-dipropylaminobutyl)-(4-{[(1H-imidazol-2-ylmethyl)amino]methyl}benzyl)carbamic acid t-butyl ester), compound, C(#N)[BH3-].[Na+] (sodium cyanoborohydride), [OH-].[Na+] (sodium hydroxide). Run in CO (methanol). Run at time 17 hour. Yields the product C(C)(C)(C)OC(N(CC1=CC=C(C=C1)CN(CC1=NC=C(C=C1)C)CC=1NC=CN1)CCCCN(CCC)CCC)=O ((4-dipropylaminobutyl)-(4-{[(1H-imidazol-2-ylmethyl)-(5-methylpyridin-2-ylmethyl)amino]methyl}benzyl)carbamic acid t-butyl ester). Reaction SMILES: [C:1]([O:5][C:6](=[O:34])[N:7]([CH2:23][CH2:24][CH2:25][CH2:26][N:27]([CH2:31][CH2:32][CH3:33])[CH2:28][CH2:29][CH3:30])[CH2:8][C:9]1[CH:14]=[CH:13][C:12]([CH2:15][NH:16][CH2:17][C:18]2[NH:19][CH:20]=[CH:21][N:22]=2)=[CH:11][CH:10]=1)([CH3:4])([CH3:3])[CH3:2].[C:35]([BH3-])#[N:36].[Na+].[C:39](O)(=O)[CH3:40].[OH-].[Na+]>CO>[C:1]([O:5][C:6](=[O:34])[N:7]([CH2:23][CH2:24][CH2:25][CH2:26][N:27]([CH2:28][CH2:29][CH3:30])[CH2:31][CH2:32][CH3:33])[CH2:8][C:9]1[CH:10]=[CH:11][C:12]([CH2:15][N:16]([CH2:17][C:18]2[NH:19][CH:20]=[CH:21][N:22]=2)[CH2:11][C:10]2[CH:9]=[CH:8][C:39]([CH3:40])=[CH:35][N:36]=2)=[CH:13][CH:14]=1)([CH3:3])([CH3:4])[CH3:2] |f:1.2,4.5|. Procedure details: The compound (61.6 mg) obtained in Example 75-1 was dissolved in methanol (2.0 ml) and then added with the compound (23.8 mg) obtained in Example 56-1, followed by the addition of sodium cyanoborohydride (15.8 mg). The reaction solution was added with acetic acid to adjust the solution to pH 5, followed by stirring at room temperature for 17 hours. The reaction solution was added with a 1 mol/l sodium hydroxide aqueous solution and extracted with chloroform. After that, the organic layer was was... The reactants are C(C)(C)(C)OC(N(CCC(C)C)CC1=CC(=C(C=C1)C1=CC(=CC=C1)C(N)=O)F)=O ((3′-Carbamoyl-2-fluoro-biphenyl-4-ylmethyl)-(3-methyl-butyl)-carbamic acid tert-butyl ester), Cl (hydrogen chloride). Solvent: ClCCl (dichloromethane), hexanes, O1CCOCC1 (dioxane). Run at time 1 hour. The product is [Cl-].C(N)(=O)C=1C=C(C=CC1)C1=C(C=C(C=C1)C[NH2+]CCC(C)C)F ((3′-Carbamoyl-2-fluoro-biphenyl-4-ylmethyl)-(3-methyl-butyl)-ammonium chloride). Reaction SMILES: C(OC(=O)[N:7]([CH2:13][C:14]1[CH:19]=[CH:18][C:17]([C:20]2[CH:25]=[CH:24][CH:23]=[C:22]([C:26](=[O:28])[NH2:27])[CH:21]=2)=[C:16]([F:29])[CH:15]=1)[CH2:8][CH2:9][CH:10]([CH3:12])[CH3:11])(C)(C)C.[ClH:31]>ClCCl.O1CCOCC1>[Cl-:31].[C:26]([C:22]1[CH:21]=[C:20]([C:17]2[CH:18]=[CH:19][C:14]([CH2:13][NH2+:7][CH2:8][CH2:9][CH:10]([CH3:11])[CH3:12])=[CH:15][C:16]=2[F:29])[CH:25]=[CH:24][CH:23]=1)(=[O:28])[NH2:27] |f:4.5|. Procedure: [(3′-Carbamoyl-2-fluoro-biphenyl-4-ylmethyl)-(3-methyl-butyl)-carbamic acid tert-butyl ester (I-5d): 0.180 g, 0.434 mmol) was dissolved in dichloromethane (10 ml) and treated with 1 ml of a 4M hydrogen chloride solution in dioxane. After 1 hour, the reaction mixture was concentrated under reduced pressure to provide a solid that was titrated with hexanes to afford the title product (E5-01) after filtration.